From a dataset of the Open Reaction Database (ORD), a public repository of structured organic reaction records. describe an organic reaction: reactants, conditions, products, and yield Reactants: CC(C)O, CNC(=O)c1ccccc1Nc1nc(Cl)ncc1Cl, Cl, Nc1ccc2c(c1)CCC(=O)CC2. Yields the product CNC(=O)c1ccccc1Nc1nc(Nc2ccc3c(c2)CCC(=O)CC3)ncc1Cl. As a reaction SMILES: [CH:33]([OH:34])([CH3:35])[CH3:36].[Cl:1][c:2]1[n:3][cH:4][c:5]([Cl:19])[c:6]([NH:8][c:9]2[c:10]([C:11](=[O:12])[NH:13][CH3:14])[cH:15][cH:16][cH:17][cH:18]2)[n:7]1.[ClH:37].[NH2:20][c:21]1[cH:22][cH:23][c:24]2[c:25]([cH:32]1)[CH2:26][CH2:27][C:28](=[O:31])[CH2:29][CH2:30]2>>[c:2]1([NH:20][c:21]2[cH:22][cH:23][c:24]3[c:25]([cH:32]2)[CH2:26][CH2:27][C:28](=[O:31])[CH2:29][CH2:30]3)[n:3][cH:4][c:5]([Cl:19])[c:6]([NH:8][c:9]2[c:10]([C:11](=[O:12])[NH:13][CH3:14])[cH:15][cH:16][cH:17][cH:18]2)[n:7]1. The reactants are C(C)(=O)SCC(C(=O)N[C@@H](CC(C)C)C(=O)OC(C)(C)C)CCC1=CC=CC=C1 (N-(2-acetylthiomethyl-4-phenylbutanoyl)-(L)-leucine, t-butyl ester), C1(=CC=CC=C1)OC (anisole). Solvent: FC(C(=O)O)(F)F (trifluoroacetic acid). Product: C(C)(=O)SCC(C(=O)N[C@@H](CC(C)C)C(=O)O)CCC1=CC=CC=C1 (N-(2-acetylthiomethyl-4-phenylbutanoyl)-(L)-leucine). The yield is 73.0%. Reaction SMILES: [C:1]([S:4][CH2:5][CH:6]([CH2:22][CH2:23][C:24]1[CH:29]=[CH:28][CH:27]=[CH:26][CH:25]=1)[C:7]([NH:9][C@H:10]([C:15]([O:17]C(C)(C)C)=[O:16])[CH2:11][CH:12]([CH3:14])[CH3:13])=[O:8])(=[O:3])[CH3:2].C1(OC)C=CC=CC=1>FC(F)(F)C(O)=O>[C:1]([S:4][CH2:5][CH:6]([CH2:22][CH2:23][C:24]1[CH:25]=[CH:26][CH:27]=[CH:28][CH:29]=1)[C:7]([NH:9][C@H:10]([C:15]([OH:17])=[O:16])[CH2:11][CH:12]([CH3:14])[CH3:13])=[O:8])(=[O:3])[CH3:2]. Reported procedure: The higher RfTLC fraction product of N-(2-acetylthiomethyl-4-phenylbutanoyl)-(L)-leucine, t-butyl ester (1.90 g, 4.5 mmole) was dissolved in 5 mL of trifluoroacetic acid (TFA) and 420 mg anisole at 0° C. for 18 h. No starting material was observed by TLC. The TFA was azeotroped off under reduced pressure with benzene. The product was suspended in hexane and filtered to remove the anisole. Recovered 1.2 g of N-(2-acetylthiomethyl-4-phenylbutanoyl)-(L)-leucine (73% yield). Starting materials: CCOC(=O)CC(=O)OCC, CCO, [Na], BrCCCCCCCOc1ccccc1. Product: CCOC(=O)C(CCCCCCCOc1ccccc1)C(=O)OCC. RXN SMILES: [C:2]([CH2:3][C:4](=[O:5])[O:6][CH2:7][CH3:8])(=[O:9])[O:10][CH2:11][CH3:12].[CH3:28][CH2:29][OH:30].[Na:1].[O:13]([c:14]1[cH:15][cH:16][cH:17][cH:18][cH:19]1)[CH2:20][CH2:21][CH2:22][CH2:23][CH2:24][CH2:25][CH2:26][Br:27]>>[C:2]([CH:3]([C:4](=[O:5])[O:6][CH2:7][CH3:8])[CH2:26][CH2:25][CH2:24][CH2:23][CH2:22][CH2:21][CH2:20][O:13][c:14]1[cH:15][cH:16][cH:17][cH:18][cH:19]1)(=[O:9])[O:10][CH2:11][CH3:12]. Reactants: O=C([O-])O, CCCC[N+](CCCC)(CCCC)CCCC, CCOC(C)=O, CCCC(=O)Nc1nn(COCC[Si](C)(C)C)c2cc(Cl)c(-c3ccncc3)cc12, [F-], [Na+], C1CCOC1. The product is CCCC(=O)Nc1n[nH]c2cc(Cl)c(-c3ccncc3)cc12. Reaction SMILES: [C:60](=[O:61])([O-:62])[OH:63].[CH3:2][CH2:3][CH2:4][CH2:5][N+:6]([CH2:7][CH2:8][CH2:9][CH3:10])([CH2:11][CH2:12][CH2:13][CH3:14])[CH2:15][CH2:16][CH2:17][CH3:18].[CH3:54][CH2:55][O:56][C:57](=[O:58])[CH3:59].[Cl:19][c:20]1[c:21](-[c:43]2[cH:44][cH:45][n:46][cH:47][cH:48]2)[cH:22][c:23]2[c:24]([NH:37][C:38]([CH2:39][CH2:40][CH3:41])=[O:42])[n:25][n:26]([CH2:29][O:30][CH2:31][CH2:32][Si:33]([CH3:34])([CH3:35])[CH3:36])[c:27]2[cH:28]1.[F-:1].[Na+:64].[O:49]1[CH2:50][CH2:51][CH2:52][CH2:53]1>>[Cl:19][c:20]1[c:21](-[c:43]2[cH:44][cH:45][n:46][cH:47][cH:48]2)[cH:22][c:23]2[c:24]([NH:37][C:38]([CH2:39][CH2:40][CH3:41])=[O:42])[n:25][nH:26][c:27]2[cH:28]1. Starting materials: C=CCCl, CCOC(C)=O, CN(C)Cc1ccccc1. Product: C=CC[N+](C)(C)Cc1ccccc1, [Cl-]. Reaction SMILES: [CH2:11]([CH:12]=[CH2:13])[Cl:14].[CH3:15][CH2:16][O:17][C:18](=[O:19])[CH3:20].[CH3:1][N:2]([CH2:3][c:4]1[cH:5][cH:6][cH:7][cH:8][cH:9]1)[CH3:10]>>[CH3:1][N+:2]([CH2:3][c:4]1[cH:5][cH:6][cH:7][cH:8][cH:9]1)([CH3:10])[CH2:11][CH:12]=[CH2:13].[Cl-:14]. Starting materials: C1(CCC1)N1CCC(CC1)OC=1C=C2CCC(NC2=CC1)=O (6-(1-cyclobutylpiperidin-4-yloxy)-3,4-dihydroquinolin-2(1H)-one), C([O-])([O-])=O.[Cs+].[Cs+] (cesium carbonate), BrC=1N=CC2=CC=CC=C2C1 (3-bromoisoquinoline), CN[C@H]1[C@@H](CCCC1)NC (rac-trans-N,N′-dimethylcyclohexane-1,2-diamine). Reagents/catalysts: [Cu](I)I (copper iodide). Solvent: C1(=CC=CC=C1)C (toluene), C(Cl)(Cl)Cl (chloroform). Conditions: temperature 110 celsius, time 3 hour. Product: C1(CCC1)N1CCC(CC1)OC=1C=C2CCC(N(C2=CC1)C=1C=NC2=CC=CC=C2C1)=O (6-[(1-cyclobutylpiperidin-4-yl)oxy]-3,4-dihydro-2H-1,3′-biquinolin-2-one). Yield: 44.0%. Reaction SMILES: [CH:1]1([N:5]2[CH2:10][CH2:9][CH:8]([O:11][C:12]3[CH:13]=[C:14]4[C:19](=[CH:20][CH:21]=3)[NH:18][C:17](=[O:22])[CH2:16][CH2:15]4)[CH2:7][CH2:6]2)[CH2:4][CH2:3][CH2:2]1.Br[C:24]1[N:25]=[CH:26][C:27]2[C:32]([CH:33]=1)=[CH:31][CH:30]=[CH:29][CH:28]=2.CN[C@@H]1CCCC[C@H]1NC.C(=O)([O-])[O-].[Cs+].[Cs+]>C1(C)C=CC=CC=1.C(Cl)(Cl)Cl.[Cu](I)I>[CH:1]1([N:5]2[CH2:6][CH2:7][CH:8]([O:11][C:12]3[CH:13]=[C:14]4[C:19](=[CH:20][CH:21]=3)[N:18]([C:27]3[CH:26]=[N:25][C:24]5[C:29]([CH:28]=3)=[CH:30][CH:31]=[CH:32][CH:33]=5)[C:17](=[O:22])[CH2:16][CH2:15]4)[CH2:9][CH2:10]2)[CH2:4][CH2:3][CH2:2]1 |f:3.4.5|. Procedure: A suspension of 6-(1-cyclobutylpiperidin-4-yloxy)-3,4-dihydroquinolin-2(1H)-one synthesized in Example 4-(1) (0.10 g), 3-bromoisoquinoline (0.10 g), rac-trans-N,N′-dimethylcyclohexane-1,2-diamine (0.047 g), copper iodide (0.016 g) and cesium carbonate (0.22 g) in toluene (1 mL) was stirred at 110° C. for 3 hours. The reaction mixture was cooled to room temperature, diluted with chloroform and filtered to remove insoluble materials. The filtrate was concentrated under reduced pressure, and the re... Yields the product Cc1ccc(C(N)C#N)cn1. Starting materials: Cc1ccc(C=O)cn1, [Cl-], N#C[K], [NH4+], [Na+], [OH-], O. Reaction SMILES: [CH3:6][c:7]1[cH:8][cH:9][c:10]([CH:13]=[O:14])[cH:11][n:12]1.[Cl-:4].[K:1][C:2]#[N:3].[NH4+:5].[Na+:16].[OH-:15].[OH2:17]>>[C:2](#[N:3])[CH:13]([NH2:5])[c:10]1[cH:9][cH:8][c:7]([CH3:6])[n:12][cH:11]1.